Dataset: the Open Reaction Database (ORD), a public repository of structured organic reaction records. Task: describe an organic reaction: reactants, conditions, products, and yield Starting materials: NC1=C(C=CC=C1)N=NC1=CC=CC=C1 (aminoazobenzene), CCN(C(C)C)C(C)C (DIPEA), CC#N (MeCN), 2-triethylammonium acetic acid chloride, CC#N (MeCN). Run in CN(C)C=O (DMF), CN(C)C=O (DMF). Conditions: time 6.5 hour. Product: NC1=CC=C(C=C1)N=NC1=CC=C(C=C1)CCC (4-amino-4′-propylazobenzene). As a reaction SMILES: N[C:2]1[CH:7]=[CH:6][CH:5]=[CH:4][C:3]=1[N:8]=[N:9][C:10]1[CH:15]=[CH:14][CH:13]=[CH:12][CH:11]=1.CCN(C(C)C)[CH:19]([CH3:21])[CH3:20].CC#[N:27]>CN(C=O)C>[NH2:27][C:6]1[CH:5]=[CH:4][C:3]([N:8]=[N:9][C:10]2[CH:15]=[CH:14][C:13]([CH2:20][CH2:19][CH3:21])=[CH:12][CH:11]=2)=[CH:2][CH:7]=1. Procedure: To a solution of the aminoazobenzene (1 eq) and DIPEA (2 eq) in 1:1 MeCN:DMF at 0° C. was added 2-triethylammonium acetic acid chloride chloride8 (1.5 eq) in 1:1 MeCN:DMF and stirred for 15 min, then warmed to ambient temperature and stirred for 1-12 h at which time the solvent was removed in vacuo for purification by reverse phase silica gel chromatography (0.1% formic acid in H2O, gradient up to 50% MeCN: 0.1% formic acid in H2O). Starting materials: BrC=1N=CC(=NC1)NC([C@H](CC1CCCC1)C1=CC(=C(C=C1)S(=O)(=O)C)Cl)=O (N-(5-bromo-pyrazin-2-yl)-2(R)-(3-chloro-4-methanesulfonyl-phenyl)-3-cyclopentyl-propionamide), CN(CC#C)C (1-dimethylamino-2-propyne), C(C)(C)N(C(C)C)CC (N,N-diisopropylethylamine). The reagents and catalysts are [Cu]I (copper(I) iodide), Cl[Pd]([P](C1=CC=CC=C1)(C2=CC=CC=C2)C3=CC=CC=C3)([P](C4=CC=CC=C4)(C5=CC=CC=C5)C6=CC=CC=C6)Cl (dichlorobis(triphenylphosphine)palladium(II)). The solvent is C1(=CC=CC=C1)C (toluene). Conditions: temperature 25 celsius, time 24 hour. Product: ClC=1C=C(C=CC1S(=O)(=O)C)[C@H](C(=O)NC1=NC=C(N=C1)C#CCN(C)C)CC1CCCC1 (2(R)-(3-chloro-4-methanesulfonyl-phenyl)-3-cyclopentyl-N-[5-(3-dimethylamino-prop-1-ynyl)-pyrazin-2-yl]-propionamide). The yield is 73.6%. RXN SMILES: Br[C:2]1[N:3]=[CH:4][C:5]([NH:8][C:9](=[O:28])[C@@H:10]([C:17]2[CH:22]=[CH:21][C:20]([S:23]([CH3:26])(=[O:25])=[O:24])=[C:19]([Cl:27])[CH:18]=2)[CH2:11][CH:12]2[CH2:16][CH2:15][CH2:14][CH2:13]2)=[N:6][CH:7]=1.[CH3:29][N:30]([CH3:34])[CH2:31][C:32]#[CH:33].C(N(CC)C(C)C)(C)C>C1(C)C=CC=CC=1.[Cu]I.Cl[Pd](Cl)([P](C1C=CC=CC=1)(C1C=CC=CC=1)C1C=CC=CC=1)[P](C1C=CC=CC=1)(C1C=CC=CC=1)C1C=CC=CC=1>[Cl:27][C:19]1[CH:18]=[C:17]([C@@H:10]([CH2:11][CH:12]2[CH2:16][CH2:15][CH2:14][CH2:13]2)[C:9]([NH:8][C:5]2[CH:4]=[N:3][C:2]([C:33]#[C:32][CH2:31][N:30]([CH3:34])[CH3:29])=[CH:7][N:6]=2)=[O:28])[CH:22]=[CH:21][C:20]=1[S:23]([CH3:26])(=[O:25])=[O:24] |^1:55,74|. Reported procedure: A solution of N-(5-bromo-pyrazin-2-yl)-2(R)-(3-chloro-4-methanesulfonyl-phenyl)-3-cyclopentyl-propionamide (prepared as in Example 6, 486 mg, 1.0 mmol) and 1-dimethylamino-2-propyne (830 mg, 10.0 mmol) in toluene (6 ml) was treated with N,N-diisopropylethylamine (1.5 ml), copper(I) iodide (19.2 mg, 0.10 mmol), and dichlorobis(triphenylphosphine)palladium(II) (36.0 mg, 0.05 mmol). The resulting reaction mixture was stirred at 25° C. for 24 h. At this time, the reaction mixture was concentrated in... Starting materials: NC=1C(=CC(=C(C1)C=1C(=NC2=CC(=NC=C2C1)N(C)CC1=CC=C(C=C1)OC)C)C)F (3-(5-amino-4-fluoro-2-methylphenyl)-N-(4-methoxybenzyl)-N,2-dimethyl-1,6-naphthyridin-7-amine), CC1(CC(C1)C(=O)O)C (3,3-dimethylcyclobutane carboxylic acid), C=1C=CC(=CC1)P(=O)(C=2C=CC=CC2)N=[N+]=[N-] (DPPA), TEA, O1CCOCC1 (dioxane). Run at temperature 100 celsius. Yields the product CC1(CC(C1)NC(=O)NC1=C(C=C(C(=C1)C=1C(=NC2=CC(=NC=C2C1)N(C)CC1=CC=C(C=C1)OC)C)C)F)C (1-(3,3-dimethylcyclobutyl)-3-(2-fluoro-5-(7-((4-methoxybenzyl)(methyl)amino)-2-methyl-1,6-naphthyridin-3-yl)-4-methylphenyl)urea). The yield is 69.0%. Reaction SMILES: [CH3:1][C:2]1([CH3:9])[CH2:5][CH:4](C(O)=O)[CH2:3]1.C1C=CC(P([N:24]=[N+]=[N-])(C2C=CC=CC=2)=O)=CC=1.[NH2:27][C:28]1[C:29]([F:57])=[CH:30][C:31]([CH3:56])=[C:32]([C:34]2[C:35]([CH3:55])=[N:36][C:37]3[C:42]([CH:43]=2)=[CH:41][N:40]=[C:39]([N:44]([CH2:46][C:47]2[CH:52]=[CH:51][C:50]([O:53][CH3:54])=[CH:49][CH:48]=2)[CH3:45])[CH:38]=3)[CH:33]=1.[O:58]1[CH2:63]COCC1>>[CH3:9][C:2]1([CH3:1])[CH2:3][CH:4]([NH:24][C:63]([NH:27][C:28]2[CH:33]=[C:32]([C:34]3[C:35]([CH3:55])=[N:36][C:37]4[C:42]([CH:43]=3)=[CH:41][N:40]=[C:39]([N:44]([CH2:46][C:47]3[CH:52]=[CH:51][C:50]([O:53][CH3:54])=[CH:49][CH:48]=3)[CH3:45])[CH:38]=4)[C:31]([CH3:56])=[CH:30][C:29]=2[F:57])=[O:58])[CH2:5]1. Procedure: Heat a mixture of 3,3-dimethylcyclobutane carboxylic acid (0.138 g, 1.080 mmol), DPPA (0.233 ml, 1.080 mmol) and TEA (0.100 ml, 0.720 mmol) in dioxane (3 mL) at 100° C. for 15 minutes, add 3-(5-amino-4-fluoro-2-methylphenyl)-N-(4-methoxybenzyl)-N,2-dimethyl-1,6-naphthyridin-7-amine (0.15 g, 0.360 mmol) and heat at 100° C. for an additional 2 h. Cool to RT, add satd. NaHCO3, extract with EtOAc (2×), wash the combined organics with H2O, then brine, dry over Na2SO4, concentrate to dryness and purif... Reactants: BrC=1C(=C(C(N(N1)C)=O)N1C(=C(C2=CC=CC=C12)Cl)Cl)OC (6-bromo-4-(2,3-dichloroindol-1-yl)-5-methoxy-2-methyl-pyridazin-3-one), Pd2Cl2(allyl)2, C([O-])([O-])=O.[Cs+].[Cs+] (dicesium carbonate). The reagents and catalysts are C(C)(C)(C)P(C1=C(C(=CC=C1OC)C)C1=C(C=C(C=C1C(C)C)C(C)C)C(C)C)C(C)(C)C (ditert-butyl-[6-methoxy-3-methyl-2-(2,4,6-triisopropylphenyl)phenyl]phosphane). Solvent: C1(=CC=CC=C1)C (toluene), CO (methanol). Reaction conditions: temperature 110 celsius. Yields the product ClC=1N(C2=CC=CC=C2C1Cl)C=1C(N(N=C(C1OC)OC)C)=O (4-(2,3-dichloroindol-1-yl)-5,6-dimethoxy-2-methyl-pyridazin-3-one). Isolated yield 66.0%. RXN SMILES: Br[C:2]1[C:3]([O:21][CH3:22])=[C:4]([N:10]2[C:18]3[C:13](=[CH:14][CH:15]=[CH:16][CH:17]=3)[C:12]([Cl:19])=[C:11]2[Cl:20])[C:5](=[O:9])[N:6]([CH3:8])[N:7]=1.[C:23](=O)([O-])[O-:24].[Cs+].[Cs+]>C1(C)C=CC=CC=1.CO.C(P(C(C)(C)C)C1C(OC)=CC=C(C)C=1C1C(C(C)C)=CC(C(C)C)=CC=1C(C)C)(C)(C)C>[Cl:20][C:11]1[N:10]([C:4]2[C:5](=[O:9])[N:6]([CH3:8])[N:7]=[C:2]([O:24][CH3:23])[C:3]=2[O:21][CH3:22])[C:18]2[C:13]([C:12]=1[Cl:19])=[CH:14][CH:15]=[CH:16][CH:17]=2 |f:1.2.3|. Procedure: 6-bromo-4-(2,3-dichloroindol-1-yl)-5-methoxy-2-methyl-pyridazin-3-one (0.200 g, 0.496 mmol), Pd2Cl2(allyl)2 (2.7 mg, 0.00744 mmol), ditert-butyl-[6-methoxy-3-methyl-2-(2,4,6-triisopropylphenyl)phenyl]phosphane (11.6 mg, 0.0248 mmol) and dicesium carbonate (0.243 g, 0.744 mmol) are suspended in toluene (3 mL) and methanol (60 μL). The resulting reaction mixture is heated under microwave irradiation to 110° C. for 20 min. The resulting reaction mixture is filtered, washing with EtOAc and concentra...